Dataset: the Open Reaction Database (ORD), a public repository of structured organic reaction records. Task: describe an organic reaction: reactants, conditions, products, and yield The reactants are Cl.NC1=C(C=CC=C1)C1C2=C(NC(=C1C(=O)OCC)C)COC2=O (ethyl 4-(2-aminophenyl)-2-methyl-5-oxo-1,4,5,7-tetrahydrofuro[3,4-b]pyridine-3-carboxylate hydrochloride), C(C1=CC=CC=C1)Br (benzyl bromide), C([O-])([O-])=O.[K+].[K+] (potassium carbonate). Run in CC(=O)C (acetone). Run at time 8 hour. The product is C(C1=CC=CC=C1)NC1=C(C=CC=C1)C1C2=C(NC(=C1C(=O)OCC)C)COC2=O (Ethyl 4-(2-benzylaminophenyl)-2-methyl-5-oxo-1,4,5,7-tetrahydrofuro[3,4-b]pyridine-3-carboxylate). As a reaction SMILES: Cl.[NH2:2][C:3]1[CH:8]=[CH:7][CH:6]=[CH:5][C:4]=1[CH:9]1[C:14]([C:15]([O:17][CH2:18][CH3:19])=[O:16])=[C:13]([CH3:20])[NH:12][C:11]2[CH2:21][O:22][C:23](=[O:24])[C:10]1=2.[CH2:25](Br)[C:26]1[CH:31]=[CH:30][CH:29]=[CH:28][CH:27]=1.C(=O)([O-])[O-].[K+].[K+]>CC(C)=O>[CH2:25]([NH:2][C:3]1[CH:8]=[CH:7][CH:6]=[CH:5][C:4]=1[CH:9]1[C:14]([C:15]([O:17][CH2:18][CH3:19])=[O:16])=[C:13]([CH3:20])[NH:12][C:11]2[CH2:21][O:22][C:23](=[O:24])[C:10]1=2)[C:26]1[CH:31]=[CH:30][CH:29]=[CH:28][CH:27]=1 |f:0.1,3.4.5|. Procedure: 3.5 g (10 mmol) of ethyl 4-(2-aminophenyl)-2-methyl-5-oxo-1,4,5,7-tetrahydrofuro[3,4-b]pyridine-3-carboxylate hydrochloride and 1.4 ml (11 mmol) of benzyl bromide are dissolved in 50 ml of absolute acetone, 1.4 g of potassium carbonate are added, and the mixture is stirred overnight at room temperature. The mixture is concentrated, water is added, and the product is filtered off under suction and recrystallized from methanol. Reactants: COC=1C=C2C(NC=3N(C2=CC1OC)N=NC3S(=O)(=O)C3=CC=CC=C3)=O (7,8-dimethoxy-3-(phenylsulfonyl)-[1,2,3]triazolo[1,5-a]quinazolin-5(4H)-one), O=P(Cl)(Cl)Cl (POCl3). Reagents/catalysts: [Cl-].C(CCC)[N+](CCCC)(CCCC)CCCC (tetrabutylammonium chloride). Run at temperature 120 celsius. Product: ClC1=NC=2N(C3=CC(=C(C=C13)OC)OC)N=NC2S(=O)(=O)C2=CC=CC=C2 (5-chloro-7,8-dimethoxy-3-(phenylsulfonyl)-[1,2,3]triazolo[1,5-a]quinazoline). Yield: 59.0%. RXN SMILES: [CH3:1][O:2][C:3]1[CH:4]=[C:5]2[C:10](=[CH:11][C:12]=1[O:13][CH3:14])[N:9]1[N:15]=[N:16][C:17]([S:18]([C:21]3[CH:26]=[CH:25][CH:24]=[CH:23][CH:22]=3)(=[O:20])=[O:19])=[C:8]1[NH:7][C:6]2=O.O=P(Cl)(Cl)[Cl:30]>[Cl-].C([N+](CCCC)(CCCC)CCCC)CCC>[Cl:30][C:6]1[C:5]2[C:10](=[CH:11][C:12]([O:13][CH3:14])=[C:3]([O:2][CH3:1])[CH:4]=2)[N:9]2[N:15]=[N:16][C:17]([S:18]([C:21]3[CH:26]=[CH:25][CH:24]=[CH:23][CH:22]=3)(=[O:20])=[O:19])=[C:8]2[N:7]=1 |f:2.3|. Reported procedure: A mixture of 7,8-dimethoxy-3-(phenylsulfonyl)-[1,2,3]triazolo[1,5-a]quinazolin-5(4H)-one (262 mg, 0.68 mmol) and tetrabutylammonium chloride (189 mg, 0.68 mmol) in POCl3 (10 mL) was heated at 120° C. for 30 min and then cooled to room temperature. After removal of POCl3 in vacuo, the residue was purified by column chromatography on silica gel eluting with 30% ethyl acetate in hexane to yield 5-chloro-7,8-dimethoxy-3-(phenylsulfonyl)-[1,2,3]triazolo[1,5-a]quinazoline (162 mg, 59%). 1H NMR (CDCl3,... The product is CC1=C(C=C(C=C1)NC(=O)C2=CC3=C(C=C2)OCCO3)NC(=O)C4=CN=C(C=C4)NC5=CC(=CC=C5)N6CCC(C6)N(C)C. Run in CC1=CC=CC=C1. Run at temperature 100 celsius. Procedure details: A mixture of 6-chloro-N-(5-(2,3-dihydrobenzo[b][1,4]dioxine-6-carboxamido)-2-methylphenyl)nicotinamide (70 mg, 0.17 mmol),[Reactants],(9,9-dimethyl-9H-xanthene-4,5-diyl)bis(diphenylphosphine) (5.73 mg, 9.91 µmol),TRIS(DIBENZYLIDENEACETONE)DIPALLADIUM(0) (4.54 mg, 4.95 µmol),sodium 2-methylpropan-2-olate (23.81 mg, 0.25 mmol) in toluene (4 mL)/IPA (1.000 mL)was degassed with nitrogen and heated at reflux for 18 hours.The reaction mixture was filtered and filtered solid washed with ethyl acetate. ... The reagents and catalysts are CC(C)(C)[O-].[Na+], CC1(C2=C(C(=CC=C2)P(C3=CC=CC=C3)C4=CC=CC=C4)OC5=C1C=CC=C5P(C6=CC=CC=C6)C7=CC=CC=C7)C, C1=CC=C(C=C1)/C=C/C(=O)/C=C/C2=CC=CC=C2.C1=CC=C(C=C1)/C=C/C(=O)/C=C/C2=CC=CC=C2.C1=CC=C(C=C1)/C=C/C(=O)/C=C/C2=CC=CC=C2.[Pd].[Pd]. Starting materials: CN(C)C1CCN(C1)C2=CC=CC(=C2)N, CC1=C(C=C(C=C1)NC(=O)C2=CC3=C(C=C2)OCCO3)NC(=O)C4=CN=C(C=C4)Cl. Yield: 10.2%.